Dataset: the Open Reaction Database (ORD), a public repository of structured organic reaction records. Task: describe an organic reaction: reactants, conditions, products, and yield Product: O=C(O)CCCCCCCCC=Cc1ccco1. As a reaction SMILES: [Br-:8].[C:9](=[O:10])([OH:11])[CH2:12][CH2:13][CH2:14][CH2:15][CH2:16][CH2:17][CH2:18][CH2:19][CH2:20][P+:21]([c:22]1[cH:23][cH:24][cH:25][cH:26][cH:27]1)([c:28]1[cH:29][cH:30][cH:31][cH:32][cH:33]1)[c:34]1[cH:35][cH:36][cH:37][cH:38][cH:39]1.[CH2:40]1[O:41][CH2:42][CH2:43][CH2:44]1.[o:1]1[c:2]([CH:6]=[O:7])[cH:3][cH:4][cH:5]1>>[o:1]1[c:2]([CH:6]=[CH:20][CH2:19][CH2:18][CH2:17][CH2:16][CH2:15][CH2:14][CH2:13][CH2:12][C:9](=[O:10])[OH:11])[cH:3][cH:4][cH:5]1. Starting materials: [Br-], O=C(O)CCCCCCCCC[P+](c1ccccc1)(c1ccccc1)c1ccccc1, C1CCOC1, O=Cc1ccco1. Starting materials: CC1OC(=O)NC1=O, C=CN1C(=O)COC1=O. Product: C=CN1C(=O)OC(C)C1=O. RXN SMILES: [CH3:1][CH:2]1[C:3](=[O:8])[NH:4][C:5](=[O:7])[O:6]1.[CH:9](=[CH2:10])[N:11]1[C:12](=[O:13])[CH2:14][O:15][C:16]1=[O:17]>>[CH3:1][CH:2]1[C:3](=[O:8])[N:4]([CH:9]=[CH2:10])[C:5](=[O:7])[O:6]1. Reactants: COC(=O)C1=NC(=NC(=C1)O)C1=C(C(=C(C=C1)Cl)OC)F (6-Hydroxy-2-(4-chloro-2-fluoro-3-methoxyphenyl)pyrimidine-4-carboxylic acid methyl ester), BrN1C(CCC1=O)=O (N-bromosuccinimide). Solvent: C(C)#N (acetonitrile), ClCCl (dichloromethane). Yields the product COC(=O)C1=NC(=NC(=C1Br)O)C1=C(C(=C(C=C1)Cl)OC)F (6-hydroxy-2-(4-chloro-2-fluoro-3-methoxyphenyl)-5-bromopyrimidine-4-carboxylic acid methyl ester). Isolated yield 63.8%. RXN SMILES: [CH3:1][O:2][C:3]([C:5]1[CH:10]=[C:9]([OH:11])[N:8]=[C:7]([C:12]2[CH:17]=[CH:16][C:15]([Cl:18])=[C:14]([O:19][CH3:20])[C:13]=2[F:21])[N:6]=1)=[O:4].[Br:22]N1C(=O)CCC1=O>ClCCl.C(#N)C>[CH3:1][O:2][C:3]([C:5]1[C:10]([Br:22])=[C:9]([OH:11])[N:8]=[C:7]([C:12]2[CH:17]=[CH:16][C:15]([Cl:18])=[C:14]([O:19][CH3:20])[C:13]=2[F:21])[N:6]=1)=[O:4]. Procedure details: 6-Hydroxy-2-(4-chloro-2-fluoro-3-methoxyphenyl)pyrimidine-4-carboxylic acid methyl ester(150 mg, 0.48 mmol) was combined with N-bromosuccinimide (180 mg, 1.0 mmol) in 7 mL dichloromethane plus 2 mL acetonitrile and heated to reflux for 2 hours. After cooling the volatiles were removed under vacuum and the residue was taken up in 15 mL dichloromethane plus 5 mL water. The organic phase was separated and washed with 10 mL 5% sodium bisulfite solution, washed with 10 mL brine, dried and evaporated ... The reactants are C1CCOC1, CO, Cl, COC(=O)CNC(=O)c1cc(-c2cc(Oc3ccc(NC(=O)Nc4cc(C)ccc4F)cc3)ccn2)cs1, [Na+], [OH-], O. Product: Cc1ccc(F)c(NC(=O)Nc2ccc(Oc3ccnc(-c4csc(C(=O)NCC(=O)O)c4)c3)cc2)c1. As a reaction SMILES: [CH2:39]1[O:40][CH2:41][CH2:42][CH2:43]1.[CH3:44][OH:45].[ClH:48].[F:1][c:2]1[c:3]([NH:9][C:10](=[O:11])[NH:12][c:13]2[cH:14][cH:15][c:16]([O:17][c:18]3[cH:19][c:20](-[c:24]4[cH:25][c:26]([C:29](=[O:30])[NH:31][CH2:32][C:33](=[O:34])[O:35][CH3:36])[s:27][cH:28]4)[n:21][cH:22][cH:23]3)[cH:37][cH:38]2)[cH:4][c:5]([CH3:8])[cH:6][cH:7]1.[Na+:47].[OH-:46].[OH2:49]>>[F:1][c:2]1[c:3]([NH:9][C:10](=[O:11])[NH:12][c:13]2[cH:14][cH:15][c:16]([O:17][c:18]3[cH:19][c:20](-[c:24]4[cH:25][c:26]([C:29](=[O:30])[NH:31][CH2:32][C:33](=[O:34])[OH:35])[s:27][cH:28]4)[n:21][cH:22][cH:23]3)[cH:37][cH:38]2)[cH:4][c:5]([CH3:8])[cH:6][cH:7]1.